This data is from the Open Reaction Database (ORD), a public repository of structured organic reaction records. The task is: describe an organic reaction: reactants, conditions, products, and yield The reactants are C1CCOC1, O=C(O)c1cc(-c2csc(-c3cnccc3C(F)(F)F)n2)ccc1F, CN(C)C=O, O=S(Cl)Cl. The product is NC(=O)c1cc(-c2csc(-c3cnccc3C(F)(F)F)n2)ccc1F. Reaction SMILES: [CH2:35]1[O:36][CH2:37][CH2:38][CH2:39]1.[F:1][c:2]1[c:3]([C:4](=[O:5])[OH:6])[cH:7][c:8](-[c:11]2[n:12][c:13](-[c:16]3[cH:17][n:18][cH:19][cH:20][c:21]3[C:22]([F:23])([F:24])[F:25])[s:14][cH:15]2)[cH:9][cH:10]1.[O:30]=[CH:31][N:32]([CH3:33])[CH3:34].[S:26]([Cl:27])([Cl:28])=[O:29]>>[F:1][c:2]1[c:3]([C:4](=[O:5])[NH2:32])[cH:7][c:8](-[c:11]2[n:12][c:13](-[c:16]3[cH:17][n:18][cH:19][cH:20][c:21]3[C:22]([F:23])([F:24])[F:25])[s:14][cH:15]2)[cH:9][cH:10]1. Starting materials: OC1=CC=C(C(=O)OC)C=C1 (Methyl 4-hydroxybenzoate), FC(C(=O)O)(F)F (trifluoroacetic acid), C1N2CN3CN1CN(C2)C3 (hexamethylenetetramine). Product: C(=O)C=1C=C(C(=O)OC)C=CC1O (Methyl 3-formyl-4-hydroxybenzoate). RXN SMILES: [OH:1][C:2]1[CH:11]=[CH:10][C:5]([C:6]([O:8][CH3:9])=[O:7])=[CH:4][CH:3]=1.C1N2CN3CN(C2)CN1C3.FC(F)(F)[C:24](O)=[O:25]>>[CH:24]([C:11]1[CH:10]=[C:5]([CH:4]=[CH:3][C:2]=1[OH:1])[C:6]([O:8][CH3:9])=[O:7])=[O:25]. Procedure details: Methyl 4-hydroxybenzoate (1.52 g) is dissolved in trifluoroacetic acid (20 ml), thereto is added hexamethylenetetramine (700 mg) and the mixture is heated under reflux for 2 hours. The reaction solution is concentrated under reduced pressure, thereto is poured ice-water, and then the mixture is extracted with ethyl acetate. The organic layer is washed with saturated aqueous sodium hydrogen carbonate solution and saturated brine, dried over sodium sulfate and the solvent is evaporated under reduc... Reactants: CCC(C)=O, CC(C)(C)C(=O)Cl, CC(C)OC(=O)c1cc(N)c(F)cc1Cl. The product is CC(C)OC(=O)c1cc(NC(=O)C(C)(C)C)c(F)cc1Cl. Reaction SMILES: [CH2:23]([C:24]([CH3:25])=[O:26])[CH3:27].[CH3:1][C:2]([C:3](=[O:4])[Cl:5])([CH3:6])[CH3:7].[NH2:8][c:9]1[c:10]([F:22])[cH:11][c:12]([Cl:21])[c:13]([C:14](=[O:15])[O:16][CH:17]([CH3:18])[CH3:19])[cH:20]1>>[CH3:1][C:2]([C:3](=[O:4])[NH:8][c:9]1[c:10]([F:22])[cH:11][c:12]([Cl:21])[c:13]([C:14](=[O:15])[O:16][CH:17]([CH3:18])[CH3:19])[cH:20]1)([CH3:6])[CH3:7]. Conditions: time 4 hour. The solvent is CO (methanol), C(C)(=O)O (acetic acid), C(Cl)(Cl)Cl (chloroform). Product: CC1=CC=C(C=C1)C=1C(=CC=CC1)C(=O)NC1=CC=C(C(=O)N(C2=C(C=CC=C2)CN(C)C)C)C=C1 (4-(4′-methylbiphenyl-2-carboxamido)-N-methyl-N-(2-dimethylaminomethylphenyl)benzamide). Procedure: To a solution of 4-(4′-methylbiphenyl-2-carboxamido)-N-methyl-N-(2-methylaminomethylphenyl)benzamide (154 mg) in a mixture of methanol (10 ml) and acetic acid (0.5 ml) were added aqueous formaldehyde (0.2 ml) and sodium cyanoborohydride (20.9 mg) and the solution was stirred at ambient temperature for 4 hours. The mixture was diluted with chloroform and the solution was washed with saturated aqueous sodium hydrogen carbonate and brine. The organic phase was dried over magnesium sulfate and the s... The reactants are C=O (formaldehyde), C(#N)[BH3-].[Na+] (sodium cyanoborohydride), CC1=CC=C(C=C1)C=1C(=CC=CC1)C(=O)NC1=CC=C(C(=O)N(C2=C(C=CC=C2)CNC)C)C=C1 (4-(4′-methylbiphenyl-2-carboxamido)-N-methyl-N-(2-methylaminomethylphenyl)benzamide). RXN SMILES: [CH3:1][C:2]1[CH:7]=[CH:6][C:5]([C:8]2[C:9]([C:14]([NH:16][C:17]3[CH:35]=[CH:34][C:20]([C:21]([N:23]([CH3:33])[C:24]4[CH:29]=[CH:28][CH:27]=[CH:26][C:25]=4[CH2:30][NH:31][CH3:32])=[O:22])=[CH:19][CH:18]=3)=[O:15])=[CH:10][CH:11]=[CH:12][CH:13]=2)=[CH:4][CH:3]=1.C=O.[C:38]([BH3-])#N.[Na+]>CO.C(O)(=O)C.C(Cl)(Cl)Cl>[CH3:1][C:2]1[CH:3]=[CH:4][C:5]([C:8]2[C:9]([C:14]([NH:16][C:17]3[CH:18]=[CH:19][C:20]([C:21]([N:23]([CH3:33])[C:24]4[CH:29]=[CH:28][CH:27]=[CH:26][C:25]=4[CH2:30][N:31]([CH3:38])[CH3:32])=[O:22])=[CH:34][CH:35]=3)=[O:15])=[CH:10][CH:11]=[CH:12][CH:13]=2)=[CH:6][CH:7]=1 |f:2.3|. Yield: 41.0%. Reactants: OC1=C(C(CN2C1=CC1=CC=CC=C21)C(=O)OCC)C(=O)OCC (diethyl 6,7-dihydro-9-hydroxypyrido[1,2-a]indole-7,8-dicarboxylate), C(C)(=O)OC(C)=O (acetic anhydride). Run in N1=CC=CC=C1 (pyridine). Product: C(C)(=O)OC1=C(C(CN2C1=CC1=CC=CC=C21)C(=O)OCC)C(=O)OCC (diethyl 9-acetoxy-6,7-dihydropyrido[1,2-a]indole-7,8-dicarboxylate). As a reaction SMILES: [OH:1][C:2]1[C:7]2=[CH:8][C:9]3[C:14]([N:6]2[CH2:5][CH:4]([C:15]([O:17][CH2:18][CH3:19])=[O:16])[C:3]=1[C:20]([O:22][CH2:23][CH3:24])=[O:21])=[CH:13][CH:12]=[CH:11][CH:10]=3.[C:25](OC(=O)C)(=[O:27])[CH3:26]>N1C=CC=CC=1>[C:25]([O:1][C:2]1[C:7]2=[CH:8][C:9]3[C:14]([N:6]2[CH2:5][CH:4]([C:15]([O:17][CH2:18][CH3:19])=[O:16])[C:3]=1[C:20]([O:22][CH2:23][CH3:24])=[O:21])=[CH:13][CH:12]=[CH:11][CH:10]=3)(=[O:27])[CH3:26]. Reported procedure: From a mixture of 29.3 g of diethyl 6,7-dihydro-9-hydroxypyrido[1,2-a]indole-7,8-dicarboxylate, 100 ml of pyridine and 30 ml of acetic anhydride, the solvents were removed under reduced pressure and the residue was partitioned between ethyl acetate and 2M hydrochloric acid. The organic extract was washed with saturated sodium bicarbonate solution and water, dried and evaporated to give 33 g of diethyl 9-acetoxy-6,7-dihydropyrido[1,2-a]indole-7,8-dicarboxylate. Procedure: N-formylmorpholine (3 ml) and 2.05 g of anhydrous sodium saccharin were added to 10 ml of dichloromethane. The mixture was cooled to -30° C., and with stirring, 1.65 ml (corresponding to about 5 millimoles of phosgene) of a carbon tetrachloride solution containing 30% of phosgene (W/V %) was added. The temperature of the mixture was raised to room temperature over a period of about 1 hour and stirred at room temperature for 2 hours. The solvent was distilled off under reduced pressure. Water was... Reactants: C(=O)N1CCOCC1 (N-formylmorpholine), S1(=O)(=O)NC(=O)C2=CC=CC=C12.[Na] (sodium saccharin), C(Cl)(Cl)(Cl)Cl (carbon tetrachloride), C(=O)(Cl)Cl (phosgene). The yield is 73.4%. RXN SMILES: [CH:1]([N:3]1[CH2:8][CH2:7][O:6][CH2:5][CH2:4]1)=O.[S:9]1([C:20]2[C:15](=[CH:16][CH:17]=[CH:18][CH:19]=2)[C:13](=[O:14])[NH:12]1)(=[O:11])=[O:10].[Na].C(Cl)(Cl)(Cl)Cl.[C:27](Cl)(Cl)=[O:28]>ClCCl>[O:6]1[CH2:7][CH2:8][N:3]([CH:1]=[N:12][S:9]([C:20]2[CH:15]=[CH:16][CH:17]=[CH:18][C:19]=2[C:27]([N:12]2[C:13](=[O:14])[C:15]3[CH:16]=[CH:17][CH:18]=[CH:19][C:20]=3[S:9]2(=[O:10])=[O:11])=[O:28])(=[O:11])=[O:10])[CH2:4][CH2:5]1 |f:1.2,^1:20|. Solvent: ClCCl (dichloromethane). Run at temperature -30 celsius. Yields the product O1CCN(CC1)C=NS(=O)(=O)C1=C(C(=O)N2S(C3=C(C2=O)C=CC=C3)(=O)=O)C=CC=C1 (2-{2'-[(morpholinomethyleneamino)sulfonyl]-benzoyl}-1,2-benzoisothiazolin-3-one-1,1-dioxide). Reactants: O=C([O-])[O-], CCN1CCNCC1, O=[N+]([O-])c1ccc(F)cc1F, [K+], [K+], CN(C)C=O, O. The product is CCN1CCN(c2ccc([N+](=O)[O-])c(F)c2)CC1. As a reaction SMILES: [C:20](=[O:21])([O-:22])[O-:23].[CH2:1]([CH3:2])[N:3]1[CH2:4][CH2:5][NH:6][CH2:7][CH2:8]1.[F:9][c:10]1[c:11]([N+:17](=[O:18])[O-:19])[cH:12][cH:13][c:14]([F:16])[cH:15]1.[K+:24].[K+:25].[O:26]=[CH:27][N:28]([CH3:29])[CH3:30].[OH2:31]>>[CH2:1]([CH3:2])[N:3]1[CH2:4][CH2:5][N:6]([c:14]2[cH:13][cH:12][c:11]([N+:17](=[O:18])[O-:19])[c:10]([F:9])[cH:15]2)[CH2:7][CH2:8]1.